The task is: describe an organic reaction: reactants, conditions, products, and yield. This data is from the Open Reaction Database (ORD), a public repository of structured organic reaction records. The reactants are S(=O)(=O)(OC)OC (dimethyl sulfate), N1C(=CC2=CC=C3C(=C12)C=C1C=CC=CC1=C3)C(=O)OCC (ethyl 1H-naphth[2,3-g]indole-2-carboxylate). The solvent is C(Cl)Cl.CCCCCC (CH2Cl2 hexane). Yields the product CN1C(=CC2=CC=C3C(=C12)C=C1C=CC=CC1=C3)C(=O)OCC (ethyl 1-methyl-1H-naphth[2,3-g]indole-2-carboxylate). The yield is 96.2%. As a reaction SMILES: S(OC)(O[CH3:5])(=O)=O.[NH:8]1[C:16]2[C:11](=[CH:12][CH:13]=[C:14]3[CH:24]=[C:23]4[C:18]([CH:19]=[CH:20][CH:21]=[CH:22]4)=[CH:17][C:15]3=2)[CH:10]=[C:9]1[C:25]([O:27][CH2:28][CH3:29])=[O:26]>C(Cl)Cl.CCCCCC>[CH3:5][N:8]1[C:16]2[C:11](=[CH:12][CH:13]=[C:14]3[CH:24]=[C:23]4[C:18]([CH:19]=[CH:20][CH:21]=[CH:22]4)=[CH:17][C:15]3=2)[CH:10]=[C:9]1[C:25]([O:27][CH2:28][CH3:29])=[O:26] |f:2.3|. Procedure details: Using the procedure outlined in Example 34A except that dimethyl sulfate was used as the alkylating agent, ethyl 1H-naphth[2,3-g]indole-2-carboxylate (H.G. Pars Pharmaceutical Laboratories, Inc.) gave a 96.2% yield of ethyl 1-methyl-1H-naphth[2,3-g]indole-2-carboxylate, mp 165°-165.5°, (CH2Cl2 /hexane), (C,H,N).